From a dataset of the Open Reaction Database (ORD), a public repository of structured organic reaction records. describe an organic reaction: reactants, conditions, products, and yield The reactants are CCNC(CC)CCOc1ccc(-c2ccc(C(=O)OCC)cc2)cc1-c1ccc2c(c1)C(C)(C)CCC2(C)C, [Na+], C1CCOC1, [OH-]. Yields the product CCNC(CC)CCOc1ccc(-c2ccc(C(=O)O)cc2)cc1-c1ccc2c(c1)C(C)(C)CCC2(C)C. RXN SMILES: [CH2:3]([CH3:4])[NH:5][CH:6]([CH2:7][CH2:8][O:9][c:10]1[c:11](-[c:27]2[cH:28][c:29]3[c:34]([cH:35][cH:36]2)[C:33]([CH3:37])([CH3:38])[CH2:32][CH2:31][C:30]3([CH3:39])[CH3:40])[cH:12][c:13](-[c:16]2[cH:17][cH:18][c:19]([C:22](=[O:23])[O:24][CH2:25][CH3:26])[cH:20][cH:21]2)[cH:14][cH:15]1)[CH2:41][CH3:42].[Na+:2].[O:43]1[CH2:44][CH2:45][CH2:46][CH2:47]1.[OH-:1]>>[CH2:3]([CH3:4])[NH:5][CH:6]([CH2:7][CH2:8][O:9][c:10]1[c:11](-[c:27]2[cH:28][c:29]3[c:34]([cH:35][cH:36]2)[C:33]([CH3:37])([CH3:38])[CH2:32][CH2:31][C:30]3([CH3:39])[CH3:40])[cH:12][c:13](-[c:16]2[cH:17][cH:18][c:19]([C:22](=[O:23])[OH:24])[cH:20][cH:21]2)[cH:14][cH:15]1)[CH2:41][CH3:42]. Reactants: O (water), CC=1C(CCC(C1)=O)C(=O)OCC (Ethyl 2-methyl-4-oxocyclohex-2-enecarboxylate), C(=O)[O-].[NH4+] (Ammonium formate). The reagents and catalysts are [Pd] (Palladium on carbon). Solvent: CO (MeOH). Product: NC1CC(C(CC1)C(=O)OCC)C (Ethyl 4-amino-2-methylcyclohexanecarboxylate). Reaction SMILES: [CH3:1][C:2]1[CH:3]([C:9]([O:11][CH2:12][CH3:13])=[O:10])[CH2:4][CH2:5][C:6](=O)[CH:7]=1.O.C([O-])=O.[NH4+:18]>CO.[Pd]>[NH2:18][CH:6]1[CH2:5][CH2:4][CH:3]([C:9]([O:11][CH2:12][CH3:13])=[O:10])[CH:2]([CH3:1])[CH2:7]1 |f:2.3|. Procedure: Ethyl 2-methyl-4-oxocyclohex-2-enecarboxylate (2.0 g, 10.98 mmol) is dissolved in MeOH (40 ml) and water (4.0 ml) to give a yellow solution. Ammonium formate (8.31 g, 132 mmol) is added and stirred at RT until the suspension dissolves to form a solution. Palladium on carbon (0.117 g, 1.098 mmol) is added and the reaction mixture is stirred at 70° C. for 1 hour. The mixture is filtered through Celite® (filter material) and washed with MeOH. The filtrate is concentrated in vacuo and the residue is... The reactants are CC(C)Oc1cc(OCc2ccccc2)cc(-c2nc3cc(Br)cnc3[nH]2)c1, COCCOC, CCO, [Na+], [Na+], O=C([O-])[O-], O, OB(O)c1ccccc1, c1ccc(P(c2ccccc2)(c2ccccc2)[Pd](P(c2ccccc2)(c2ccccc2)c2ccccc2)(P(c2ccccc2)(c2ccccc2)c2ccccc2)P(c2ccccc2)(c2ccccc2)c2ccccc2)cc1. Yields the product CC(C)Oc1cc(OCc2ccccc2)cc(-c2nc3cc(-c4ccccc4)cnc3[nH]2)c1. As a reaction SMILES: [CH2:1]([c:2]1[cH:3][cH:4][cH:5][cH:6][cH:7]1)[O:8][c:9]1[cH:10][c:11](-[c:19]2[n:20][c:21]3[c:22]([n:23][cH:24][c:25]([Br:27])[cH:26]3)[nH:28]2)[cH:12][c:13]([O:15][CH:16]([CH3:17])[CH3:18])[cH:14]1.[CH2:38]([CH2:39][O:40][CH3:41])[O:42][CH3:43].[CH3:128][CH2:129][OH:130].[Na+:44].[Na+:45].[O-:46][C:47](=[O:48])[O-:49].[OH2:127].[OH:29][B:30]([OH:31])[c:32]1[cH:33][cH:34][cH:35][cH:36][cH:37]1.[cH:50]1[cH:51][cH:52][c:53]([P:54]([Pd:55]([P:56]([c:57]2[cH:58][cH:59][cH:60][cH:61][cH:62]2)([c:63]2[cH:64][cH:65][cH:66][cH:67][cH:68]2)[c:69]2[cH:70][cH:71][cH:72][cH:73][cH:74]2)([P:75]([c:76]2[cH:77][cH:78][cH:79][cH:80][cH:81]2)([c:82]2[cH:83][cH:84][cH:85][cH:86][cH:87]2)[c:88]2[cH:89][cH:90][cH:91][cH:92][cH:93]2)[P:94]([c:95]2[cH:96][cH:97][cH:98][cH:99][cH:100]2)([c:101]2[cH:102][cH:103][cH:104][cH:105][cH:106]2)[c:107]2[cH:108][cH:109][cH:110][cH:111][cH:112]2)([c:113]2[cH:114][cH:115][cH:116][cH:117][cH:118]2)[c:119]2[cH:120][cH:121][cH:122][cH:123][cH:124]2)[cH:125][cH:126]1>>[CH2:1]([c:2]1[cH:3][cH:4][cH:5][cH:6][cH:7]1)[O:8][c:9]1[cH:10][c:11](-[c:19]2[n:20][c:21]3[c:22]([n:23][cH:24][c:25](-[c:32]4[cH:33][cH:34][cH:35][cH:36][cH:37]4)[cH:26]3)[nH:28]2)[cH:12][c:13]([O:15][CH:16]([CH3:17])[CH3:18])[cH:14]1. Reactants: C1(CCCCC1)C=1C=2C=CC(=CC2N2CC3(COC3)COC3=C(C21)C=CC=C3)C(=O)OC (methyl 14-cyclohexylspiro[indolo[1,2-e][1,5]benzoxazocine-7,3′-oxetane]-11-carboxylate), C1(CCCCC1)C=1C=2C=CC(=CC2N2CC3(COC4=C(C21)C=CC=C4)COC(OC3)(C)C)C(=O)[O-] (14′-cyclohexyl-2,2-dimethylspiro[1,3-dioxane-5,7′-indolo[1,2-e][1,5]benzoxazocine]-11′-carboxylate), C(C1=CC=CC=C1)N (benzylamine). The solvent is CCOC(=O)C (EtOAc). The product is C(C1=CC=CC=C1)N1CC2(COC3=C(C=4N(C2)C=2C=C(C=CC2C4C4CCCCC4)C(=O)OC)C=CC=C3)C1 (methyl 1-benzyl-14′-cyclohexylspiro[azetidine-3,7′-indolo[1,2-e][1,5]benzoxazocine]-11′-carboxylate). Yield: 65.0%. As a reaction SMILES: C1(C2C3C=CC(C([O-])=O)=CC=3N3C=2C2C=CC=CC=2OCC2(COC(C)(C)OC2)C3)CCCCC1.[CH2:36]([NH2:43])[C:37]1[CH:42]=[CH:41][CH:40]=[CH:39][CH:38]=1.[CH:44]1([C:50]2[C:51]3[CH:52]=[CH:53][C:54]([C:72]([O:74][CH3:75])=[O:73])=[CH:55][C:56]=3[N:57]3[C:67]=2[C:66]2[CH:68]=[CH:69][CH:70]=[CH:71][C:65]=2[O:64][CH2:63][C:59]2([CH2:62]O[CH2:60]2)[CH2:58]3)[CH2:49][CH2:48][CH2:47][CH2:46][CH2:45]1>CCOC(C)=O>[CH2:36]([N:43]1[CH2:62][C:59]2([CH2:58][N:57]3[C:56]4[CH:55]=[C:54]([C:72]([O:74][CH3:75])=[O:73])[CH:53]=[CH:52][C:51]=4[C:50]([CH:44]4[CH2:49][CH2:48][CH2:47][CH2:46][CH2:45]4)=[C:67]3[C:66]3[CH:68]=[CH:69][CH:70]=[CH:71][C:65]=3[O:64][CH2:63]2)[CH2:60]1)[C:37]1[CH:42]=[CH:41][CH:40]=[CH:39][CH:38]=1. Procedure details: This compound was prepared from 14′-cyclohexyl-2,2-dimethylspiro[1,3-dioxane-5,7′-indolo[1,2-e][1,5]benzoxazocine]-11′-carboxylate (Example 2, Step 3) and benzylamine as described in Example 9. Flash chromatography (PE:EtOAc 2:1) gave a mixture of the title compound and methyl 14-cyclohexylspiro[indolo[1,2-e][1,5]benzoxazocine-7,3′-oxetane]-11-carboxylate in 65% yield. MS (ES+) m/z 521 (M+H)+. Reactants: COC(C1=C(C(=CC=C1[N+](=O)[O-])F)CC=C)=O (2-allyl-3-fluoro-6-nitrobenzoic acid methyl ester), B1C2CCCC1CCC2 (9-BBN), OO (hydrogen peroxide), [OH-].[Na+] (NaOH). Solvent: C1CCOC1 (THF), C1CCOC1 (THF). Conditions: temperature 0 celsius, time 5 hour. Yields the product COC(C1=C(C(=CC=C1[N+](=O)[O-])F)CCCO)=O (3-fluoro-2-(3-hydroxy-propyl)-6-nitro-benzoic acid methyl ester). Reaction SMILES: B1C2CCCC1CCC2.[CH3:10][O:11][C:12](=[O:26])[C:13]1[C:18]([N+:19]([O-:21])=[O:20])=[CH:17][CH:16]=[C:15]([F:22])[C:14]=1[CH2:23][CH:24]=[CH2:25].[OH-:27].[Na+].OO>C1COCC1>[CH3:10][O:11][C:12](=[O:26])[C:13]1[C:18]([N+:19]([O-:21])=[O:20])=[CH:17][CH:16]=[C:15]([F:22])[C:14]=1[CH2:23][CH2:24][CH2:25][OH:27] |f:2.3|. Procedure: In a 2 L, three necked, round-bottomed flask were charged 892 mL (0.45 mol) of 9-BBN (0.5M) and 100 mL of THF. After cooling to 0° C., 71 g (0.3 mol) of 2-allyl-3-fluoro-6-nitrobenzoic acid methyl ester in 150 mL of THF was added over 30 minutes and the mixture was stirred at room temperature for 5 hours. After cooling to 0° C., 700 mL of 1M NaOH aq was added into the reaction mixture, which was stirred for 30 minutes. To the mixture, 200 mL of hydrogen peroxide (35%) was added over 30 minutes t... Reactants: ClCCOC1=NNC2=NC=NC(=C21)NC2=CC(=C(C=C2)OCC2=NC=CC=C2)Cl (3-(2-chloroethoxy)-N-[3-chloro-4-(pyridin-2-ylmethoxy)phenyl]-1H-pyrazolo[3,4-d]pyrimidin-4-amine), C(C)(=O)N1CCNCC1 (N-acetylpiperazine). Yields the product C(C)(=O)N1CCN(CC1)CCOC1=NNC2=NC=NC(=C21)NC2=CC(=C(C=C2)OCC2=NC=CC=C2)Cl (3-[2-(4-acetylpiperazin-1-yl)ethoxy]-N-[3-chloro-4-(pyridin-2-ylmethoxy)phenyl]-1H-pyrazolo[3,4-d]pyrimidin-4-amine). The yield is 46.0%. Reaction SMILES: Cl[CH2:2][CH2:3][O:4][C:5]1[C:13]2[C:8](=[N:9][CH:10]=[N:11][C:12]=2[NH:14][C:15]2[CH:20]=[CH:19][C:18]([O:21][CH2:22][C:23]3[CH:28]=[CH:27][CH:26]=[CH:25][N:24]=3)=[C:17]([Cl:29])[CH:16]=2)[NH:7][N:6]=1.[C:30]([N:33]1[CH2:38][CH2:37][NH:36][CH2:35][CH2:34]1)(=[O:32])[CH3:31]>>[C:30]([N:33]1[CH2:38][CH2:37][N:36]([CH2:2][CH2:3][O:4][C:5]2[C:13]3[C:8](=[N:9][CH:10]=[N:11][C:12]=3[NH:14][C:15]3[CH:20]=[CH:19][C:18]([O:21][CH2:22][C:23]4[CH:28]=[CH:27][CH:26]=[CH:25][N:24]=4)=[C:17]([Cl:29])[CH:16]=3)[NH:7][N:6]=2)[CH2:35][CH2:34]1)(=[O:32])[CH3:31]. Procedure: The procedure described in Example 23 was repeated using 3-(2-chloroethoxy)-N-[3-chloro-4-(pyridin-2-ylmethoxy)phenyl]-1H-pyrazolo[3,4-d]pyrimidin-4-amine and N-acetylpiperazine to give the title compound in 46% yield; NMR Spectrum: 1.96 (s, 3H), 2.44 (t, 2H), 2.50 (hidden by DSMO, 2H), 2.83 (t, 2H), 3.37-3.41 (m, 4H), 4.43 (t, 2H), 5.28 (s, 2H), 7.24 (d, 1H), 7.37 (t, 1H), 7.55-7.58 (m, 2H), 7.86-7.91 (m, 2H), 8.29 (s, 1H), 8.46 (s, 1H), 8.59 (d, 1H); Mass Spectrum: 523 (MH+). Starting materials: CCOCC (ether), [H][H] (hydrogen), CCCCC[C@@H](/C=C/[C@H]1[C@@H](C[C@@H]([C@@H]1C/C=C\CCCC(=O)O)O)O)O (PGF2α), C5. The reagents and catalysts are [Pd] (palladium-on-carbon). Run in C(C)(=O)OCC (ethyl acetate). The product is CCCCC[C@@H](/C=C/[C@H]1[C@@H](C[C@@H]([C@@H]1CCCCCCC(=O)O)O)O)O (PGF1α). Reaction SMILES: CCOCC.[CH3:6][CH2:7][CH2:8][CH2:9][CH2:10][C@H:11]([OH:30])/[CH:12]=[CH:13]/[C@@H:14]1[C@@H:18]([CH2:19]/[CH:20]=[CH:21]\[CH2:22][CH2:23][CH2:24][C:25]([OH:27])=[O:26])[C@@H:17]([OH:28])[CH2:16][C@H:15]1[OH:29].[H][H]>[Pd].C(OCC)(=O)C>[CH3:6][CH2:7][CH2:8][CH2:9][CH2:10][C@H:11]([OH:30])/[CH:12]=[CH:13]/[C@@H:14]1[C@@H:18]([CH2:19][CH2:20][CH2:21][CH2:22][CH2:23][CH2:24][C:25]([OH:27])=[O:26])[C@@H:17]([OH:28])[CH2:16][C@H:15]1[OH:29]. Procedure: Refer to Chart 36. The mixed formula-CC bis(THP ether) of the PGF2α compounds (Example 36, 1.5 g.) in 60 ml. of ethyl acetate are reduced at C5 -C6 by hydrogenation at about 25° C. in the presence of 200 mg. of 5% palladium-on-carbon with slightly over the theory for one equivalent of hydrogen. The solids are filtered off and the filtrate concentrated to yield the corresponding formula-CCXII bis(THP ether) of the PGF1α compounds having Rf 0.28 (TLC on silica gel in acetone-Skellysolve B (1:2)). Starting materials: Cc1[nH]c(C(=O)O)cc1Cl, CCOC(=O)c1[nH]c(CC)c(Cl)c1Cl. Yields the product CCc1[nH]c(C(=O)O)c(Cl)c1Cl. Reaction SMILES: [Cl:15][c:16]1[cH:17][c:18]([C:19]([OH:20])=[O:21])[nH:22][c:23]1[CH3:24].[Cl:1][c:2]1[c:3]([C:10](=[O:11])[O:12][CH2:13][CH3:14])[nH:4][c:5]([CH2:8][CH3:9])[c:6]1[Cl:7]>>[Cl:1][c:2]1[c:3]([C:10](=[O:11])[OH:12])[nH:4][c:5]([CH2:8][CH3:9])[c:6]1[Cl:7]. Starting materials: BrC1=C(C2=NC(=CC=C2N1C(=O)OC(C)(C)C)OC)CC(=O)OCC (tert-Butyl 2-bromo-3-(2-ethoxy-2-oxoethyl)-5-methoxy-1H-pyrrolo[3,2-b]pyridine-1-carboxylate), O[Li].O (LiOH.H2O). Solvent: C1CCOC1.CO.O (THF MeOH H2O). Run at time 3 hour. Yields the product BrC1=C(C2=NC(=CC=C2N1)OC)CC(=O)O (2-(2-bromo-5-methoxy-1H-pyrrolo[3,2-b]pyridin-3-yl)acetic acid). Yield: 85.7%. As a reaction SMILES: [Br:1][C:2]1[N:10](C(OC(C)(C)C)=O)[C:9]2[C:4](=[N:5][C:6]([O:18][CH3:19])=[CH:7][CH:8]=2)[C:3]=1[CH2:20][C:21]([O:23]CC)=[O:22].O[Li].O>C1COCC1.CO.O>[Br:1][C:2]1[NH:10][C:9]2[C:4](=[N:5][C:6]([O:18][CH3:19])=[CH:7][CH:8]=2)[C:3]=1[CH2:20][C:21]([OH:23])=[O:22] |f:1.2,3.4.5|. Procedure details: tert-Butyl 2-bromo-3-(2-ethoxy-2-oxoethyl)-5-methoxy-1H-pyrrolo[3,2-b]pyridine-1-carboxylate (380 mg, 0.9 mmol) was dissolved in 12 mL of THF/MeOH/H2O (3/2/1) and to it was added LiOH.H2O (116 mg, 2.7 mmol). The reaction mixture was allowed to stir at ambient temperature for 3 hours and then purified by RP HPLC eluting with acetonitrile/water to afford 220 mg of 2-(2-bromo-5-methoxy-1H-pyrrolo[3,2-b]pyridin-3-yl)acetic acid. Dissolved 200 mg of the above acid (0.7 mmol) and (S)-methyl 3-(3-allyl... Reactants: CC=CC(=O)c1cccc(OCc2ccccc2)c1, C1CCC2=NCCCN2CC1, C[S+](C)(C)=O, [I-]. Yields the product CC1CC1C(=O)c1cccc(OCc2ccccc2)c1. As a reaction SMILES: [CH2:1]([c:2]1[cH:3][cH:4][cH:5][cH:6][cH:7]1)[O:8][c:9]1[cH:10][c:11]([C:15]([CH:16]=[CH:17][CH3:18])=[O:19])[cH:12][cH:13][cH:14]1.[CH2:26]1[CH2:27][CH2:28][C:29]2=[N:34][CH2:33][CH2:32][CH2:31][N:30]2[CH2:35][CH2:36]1.[CH3:21][S+:22]([CH3:23])([CH3:24])=[O:25].[I-:20]>>[CH2:1]([c:2]1[cH:3][cH:4][cH:5][cH:6][cH:7]1)[O:8][c:9]1[cH:10][c:11]([C:15]([CH:16]2[CH:17]([CH3:21])[CH2:18]2)=[O:19])[cH:12][cH:13][cH:14]1.